From a dataset of the Open Reaction Database (ORD), a public repository of structured organic reaction records. describe an organic reaction: reactants, conditions, products, and yield The reactants are NC(C(=O)O)CC1=CC(=CC=C1)Br (2-amino-3-(3-bromophenyl)propanoic acid), C(=O)(O)[O-].[Na+] (NaHCO3), O (H2O), ClC(C(=O)OCC)=O (ethyl 2-chloro-2-oxoacetate), acid. Run in C1CCOC1 (THF). Reaction conditions: time 8 hour. The product is BrC=1C=C(C=CC1)CC(C(=O)O)NC(C(=O)OCC)=O (3-(3-bromophenyl)-2-(2-ethoxy-2-oxoacetamido)propanoic acid). The yield is 33.2%. Reaction SMILES: [NH2:1][CH:2]([CH2:6][C:7]1[CH:12]=[CH:11][CH:10]=[C:9]([Br:13])[CH:8]=1)[C:3]([OH:5])=[O:4].C([O-])(O)=O.[Na+].O.Cl[C:21](=[O:27])[C:22]([O:24][CH2:25][CH3:26])=[O:23]>C1COCC1>[Br:13][C:9]1[CH:8]=[C:7]([CH2:6][CH:2]([NH:1][C:21](=[O:27])[C:22]([O:24][CH2:25][CH3:26])=[O:23])[C:3]([OH:5])=[O:4])[CH:12]=[CH:11][CH:10]=1 |f:1.2|. Procedure: To a suspension of 2-amino-3-(3-bromophenyl)propanoic acid (11.0 g, 45.5 mmol) and NaHCO3 (11.5 g, 136.5 mmol) in THF (100 mL)/H2O (100 mL), ethyl 2-chloro-2-oxoacetate (18.4 g, 135.2 mmol) was added dropwise at 0° C. The mixture was stirred at RT overnight, acidified with aqueous critic acid (10%), and then extracted with EtOAc (3×100 mL). The combined organic layers were washed with H2O (100 mL) and brine (50 mL), dried over Na2SO4, filtered, and concentrated to afford the crude product, which... Starting materials: Br, O=C(OCc1ccccc1)N1CCC(COc2ccc3[nH]nc(S(=O)(=O)c4cccc5ccccc45)c3c2)CC1, CCOCC, CC(=O)O. Yields the product O=S(=O)(c1cccc2ccccc12)c1n[nH]c2ccc(OCC3CCNCC3)cc12. RXN SMILES: [BrH:41].[CH2:1]([O:2][C:3](=[O:4])[N:11]1[CH2:12][CH2:13][CH:14]([CH2:17][O:18][c:19]2[cH:20][c:21]3[c:22]([S:28](=[O:29])(=[O:30])[c:31]4[cH:32][cH:33][cH:34][c:35]5[cH:36][cH:37][cH:38][cH:39][c:40]45)[n:23][nH:24][c:25]3[cH:26][cH:27]2)[CH2:15][CH2:16]1)[c:5]1[cH:6][cH:7][cH:8][cH:9][cH:10]1.[CH2:46]([O:47][CH2:48][CH3:49])[CH3:50].[CH3:42][C:43](=[O:44])[OH:45]>>[NH:11]1[CH2:12][CH2:13][CH:14]([CH2:17][O:18][c:19]2[cH:20][c:21]3[c:22]([S:28](=[O:29])(=[O:30])[c:31]4[cH:32][cH:33][cH:34][c:35]5[cH:36][cH:37][cH:38][cH:39][c:40]45)[n:23][nH:24][c:25]3[cH:26][cH:27]2)[CH2:15][CH2:16]1.